describe an organic reaction: reactants, conditions, products, and yield From a dataset of the Open Reaction Database (ORD), a public repository of structured organic reaction records. Starting materials: CC(C)(C)O, CCOC(=O)c1c2n(c3c(F)c(N4CCN(C)CC4)c(F)cc3c1=O)C(C)S2, [K+], [OH-], O. The product is CC1Sc2c(C(=O)O)c(=O)c3cc(F)c(N4CCN(C)CC4)c(F)c3n21. As a reaction SMILES: [CH3:31][C:32]([OH:33])([CH3:34])[CH3:35].[F:1][c:2]1[cH:3][c:4]2[c:5](=[O:28])[c:6]([C:23](=[O:24])[O:25][CH2:26][CH3:27])[c:7]3[n:8]([c:9]2[c:10]([F:19])[c:11]1[N:12]1[CH2:13][CH2:14][N:15]([CH3:18])[CH2:16][CH2:17]1)[CH:20]([CH3:22])[S:21]3.[K+:30].[OH-:29].[OH2:36]>>[F:1][c:2]1[cH:3][c:4]2[c:5](=[O:28])[c:6]([C:23](=[O:24])[OH:25])[c:7]3[n:8]([c:9]2[c:10]([F:19])[c:11]1[N:12]1[CH2:13][CH2:14][N:15]([CH3:18])[CH2:16][CH2:17]1)[CH:20]([CH3:22])[S:21]3. Run in CN(C)C=O (DMF). Yields the product FC1=CC=C(C=C1)OC(N(CC)[C@H]1CN(C[C@@H]1C1=CC=C(C=C1)Cl)C(=O)C1CCN(CC1)C1=NC=C(C=N1)C#N)=O ({(3R,4S)-4-(4-Chloro-phenyl)-1-[1-(5-cyano-pyrimidin-2-yl)-piperidine-4-carbonyl]-pyrrolidin-3-yl}-ethyl-carbamic acid 4-fluoro-phenyl ester). As a reaction SMILES: [F:1][C:2]1[CH:7]=[CH:6][C:5]([O:8][C:9](=[O:33])[N:10]([C@@H:13]2[C@@H:17]([C:18]3[CH:23]=[CH:22][C:21]([Cl:24])=[CH:20][CH:19]=3)[CH2:16][N:15]([C:25]([CH:27]3[CH2:32][CH2:31][NH:30][CH2:29][CH2:28]3)=[O:26])[CH2:14]2)[CH2:11][CH3:12])=[CH:4][CH:3]=1.Cl[C:35]1[N:40]=[CH:39][C:38]([C:41]#[N:42])=[CH:37][N:36]=1.CCN(C(C)C)C(C)C>CN(C=O)C>[F:1][C:2]1[CH:7]=[CH:6][C:5]([O:8][C:9](=[O:33])[N:10]([C@@H:13]2[C@@H:17]([C:18]3[CH:23]=[CH:22][C:21]([Cl:24])=[CH:20][CH:19]=3)[CH2:16][N:15]([C:25]([CH:27]3[CH2:32][CH2:31][N:30]([C:35]4[N:40]=[CH:39][C:38]([C:41]#[N:42])=[CH:37][N:36]=4)[CH2:29][CH2:28]3)=[O:26])[CH2:14]2)[CH2:11][CH3:12])=[CH:4][CH:3]=1. Run at temperature 65 celsius, time 22 hour. Reported procedure: A mixture of 94.7 mg (0.2 mmol)[(3R,4S)-4-(4-Chloro-phenyl)-1-(piperidine-4-carbonyl)-pyrrolidin-3-yl]-ethyl-carbamic acid 4-fluoro-phenyl ester, 83.7 mg (0.3 mmol) 2-chloropyrimidine-5-carbonitrile and 129 mg (1 mmol) DIPEA in 2.5 mL DMF was shaken a for 22 h at 65° C. The mixture was subjected to preparative HPLC purification on reversed phase eluting with a gradient formed from acetonitrile, water and NEt3. The product containing fraction were evaporated to access 58 mg (51%) of the title com... Reactants: FC1=CC=C(C=C1)OC(N(CC)[C@H]1CN(C[C@@H]1C1=CC=C(C=C1)Cl)C(=O)C1CCNCC1)=O ([(3R,4S)-4-(4-Chloro-phenyl)-1-(piperidine-4-carbonyl)-pyrrolidin-3-yl]-ethyl-carbamic acid 4-fluoro-phenyl ester), ClC1=NC=C(C=N1)C#N (2-chloropyrimidine-5-carbonitrile), CCN(C(C)C)C(C)C (DIPEA).